Dataset: the Open Reaction Database (ORD), a public repository of structured organic reaction records. Task: describe an organic reaction: reactants, conditions, products, and yield Reactants: C(=O)([O-])[O-].[Ca+2] (CaCO3), BrCC1=CC(=NC=C1I)Cl (4-bromomethyl-2-chloro-5-iodo-pyridine). RXN SMILES: Br[CH2:2][C:3]1[C:8]([I:9])=[CH:7][N:6]=[C:5]([Cl:10])[CH:4]=1.C([O-])([O-])=[O:12].[Ca+2]>O1CCOCC1.O>[Cl:10][C:5]1[CH:4]=[C:3]([CH2:2][OH:12])[C:8]([I:9])=[CH:7][N:6]=1.[Cl:10][C:5]1[CH:4]=[C:3]([CH3:2])[C:8]([I:9])=[CH:7][N:6]=1 |f:1.2|. Solvent: O (water), O1CCOCC1 (1,4-dioxane). Yields the product ClC1=NC=C(C(=C1)CO)I ((2-chloro-5-iodo-pyridin-4-yl)-methanol), ClC1=NC=C(C(=C1)C)I (2-chloro-5-iodo-4-methyl-pyridine). Procedure: To a stirred solution of crude 4-bromomethyl-2-chloro-5-iodo-pyridine (23 g, 69.3 mmol, 1 eq) in 1,4-dioxane (230 mL) was added suspension of CaCO3 (36.05 g, 360 mmol, 5.2 eq) in water (230 mL) at room temperature. Resulting reaction mixture was refluxed for 10 hours. After complete consumption of starting material, reaction mixture was cooled to room temperature and filtered through celite bed over Buchner funnel. Celite bed was washed with EtOAc (2×100 mL). Combined filtrate was washed with wa... Starting materials: CCOC(=O)C(C)(C)CCCCBr, Cc1ccccc1, c1ccc(P(c2ccccc2)c2ccccc2)cc1. Yields the product [Br-], CCOC(=O)C(C)(C)CCCC[P+](c1ccccc1)(c1ccccc1)c1ccccc1. Reaction SMILES: [CH2:1]([CH3:2])[O:3][C:4]([C:5]([CH2:6][CH2:7][CH2:8][CH2:9][Br:10])([CH3:11])[CH3:12])=[O:13].[CH3:33][c:34]1[cH:35][cH:36][cH:37][cH:38][cH:39]1.[c:14]1([P:20]([c:21]2[cH:22][cH:23][cH:24][cH:25][cH:26]2)[c:27]2[cH:28][cH:29][cH:30][cH:31][cH:32]2)[cH:15][cH:16][cH:17][cH:18][cH:19]1>>[Br-:10].[CH2:1]([CH3:2])[O:3][C:4]([C:5]([CH2:6][CH2:7][CH2:8][CH2:9][P+:20]([c:14]1[cH:15][cH:16][cH:17][cH:18][cH:19]1)([c:21]1[cH:22][cH:23][cH:24][cH:25][cH:26]1)[c:27]1[cH:28][cH:29][cH:30][cH:31][cH:32]1)([CH3:11])[CH3:12])=[O:13]. Reactants: N (ammonia), CC1=C(C(C(=O)N)=CC(=C1)C)N (3,5-dimethylanthranilamide), BrC=1SC=CN1 (2-bromothiazole). The solvent is O (water). Conditions: temperature 155 celsius, time 12 hour. Product: CC=1C=C2C(N3C(=NC2=C(C1)C)SC=C3)=O (7,9-dimethyl-5H-thiazolo-(2,3-b)-quinazolin-5-one). Yield: 57.2%. RXN SMILES: [CH3:1][C:2]1[CH:10]=[C:9]([CH3:11])[CH:8]=[C:4]([C:5]([NH2:7])=[O:6])[C:3]=1[NH2:12].Br[C:14]1[S:15][CH:16]=[CH:17]N=1.N>O>[CH3:11][C:9]1[CH:8]=[C:4]2[C:3](=[C:2]([CH3:1])[CH:10]=1)[N:12]=[C:14]1[S:15][CH:16]=[CH:17][N:7]1[C:5]2=[O:6]. Procedure: A mixture of 13.1 g of 3,5-dimethylanthranilamide and 13.1 g of 2-bromothiazole was heated for 30 minutes at 155° C. and stirred for 12 hours. After the mixture had cooled to 25° C., the pH was adjusted to 9 by adding water and 25% strength ammonia solution, while stirring, and the resulting solution was stirred for 10 minutes. The solution was then suction filtered and the filtrate was washed with methanol and dried, 10.5 g of the above compound was obtained; m.p. 190°-192° C. The methanol filt...